Dataset: the Open Reaction Database (ORD), a public repository of structured organic reaction records. Task: describe an organic reaction: reactants, conditions, products, and yield The reactants are SC(S)=C(C#N)C#N.[Na].[Na] (disodium dimercaptomethylenemalononitrile), ClC1=NC(=C(N=C1Cl)C#N)C#N (2,3-dichloro-5,6-dicyanopyrazine), O (water). The solvent is CN(C=O)C (dimethylformamide), CN(C=O)C (dimethylformamide). Reaction conditions: temperature 40 celsius, time 8 hour. Yields the product C(#N)C(=C1SC=2C(=NC(=C(N2)C#N)C#N)S1)C#N (2-(Dicyanomethylene)-1,3-dithiolo-(4,5-b)-pyrazine-5,6-dicarbonitrile). The yield is 37.3%. Reaction SMILES: [SH:1][C:2](=[C:4]([C:7]#[N:8])[C:5]#[N:6])[SH:3].[Na].[Na].Cl[C:12]1[C:17](Cl)=[N:16][C:15]([C:19]#[N:20])=[C:14]([C:21]#[N:22])[N:13]=1.O>CN(C)C=O>[C:5]([C:4]([C:7]#[N:8])=[C:2]1[S:3][C:12]2=[N:13][C:14]([C:21]#[N:22])=[C:15]([C:19]#[N:20])[N:16]=[C:17]2[S:1]1)#[N:6] |f:0.1.2,^1:8,9|. Reported procedure: To a stirred solution of 9.3 g (0.05 mol) of disodium dimercaptomethylenemalononitrile in 100 ml of dimethylformamide was gradually added 10 g (0.05 mol) of 2,3-dichloro-5,6-dicyanopyrazine in 70 ml of dimethylformamide. The reaction mixture was stirred at 40° C for 8 hours and poured into 700 ml of water. The resulting solid was collected by suction filtration, washed with water, and dried. The crude product was dissolved in acetone-CHCl3, decolorized with charcoal and dried over MgSO4. Recryst... Reactants: [Br-].C1(CC1)[Zn+] (Cyclopropylzinc bromide), ClC1=NC(=CC(=C1)I)Cl (2,6-dichloro-4-iodopyridine). Reagents/catalysts: C=1C=CC(=CC1)[P](C=2C=CC=CC2)(C=3C=CC=CC3)[Pd]([P](C=4C=CC=CC4)(C=5C=CC=CC5)C=6C=CC=CC6)([P](C=7C=CC=CC7)(C=8C=CC=CC8)C=9C=CC=CC9)[P](C=1C=CC=CC1)(C=1C=CC=CC1)C=1C=CC=CC1 (tetrakis(triphenylphosphine)palladium(0)). Run in O1CCCC1 (tetrahydrofuran). Conditions: time 4 hour. Product: ClC1=NC(=CC(=C1)C1CC1)Cl (2,6-dichloro-4-cyclopropylpyridine). Reaction SMILES: [Br-].[CH:2]1([Zn+])[CH2:4][CH2:3]1.[Cl:6][C:7]1[CH:12]=[C:11](I)[CH:10]=[C:9]([Cl:14])[N:8]=1>O1CCCC1.C1C=CC([P]([Pd]([P](C2C=CC=CC=2)(C2C=CC=CC=2)C2C=CC=CC=2)([P](C2C=CC=CC=2)(C2C=CC=CC=2)C2C=CC=CC=2)[P](C2C=CC=CC=2)(C2C=CC=CC=2)C2C=CC=CC=2)(C2C=CC=CC=2)C2C=CC=CC=2)=CC=1>[Cl:6][C:7]1[CH:12]=[C:11]([CH:2]2[CH2:4][CH2:3]2)[CH:10]=[C:9]([Cl:14])[N:8]=1 |f:0.1,^1:23,25,44,63|. Reported procedure: Cyclopropylzinc bromide (0.5 M in tetrahydrofuran, 15 mL, 7.3 mmol) was added to a mixture of 2,6-dichloro-4-iodopyridine (1.0 g, 3.65 mmol) and tetrakis(triphenylphosphine)palladium(0) (211 mg, 0.182 mmol) in anhydrous tetrahydrofuran (10 mL) at 0° C. After being stirred at room temperature for 4 hours, the reaction mixture was filtered, and the filtrate was concentrated under reduced pressure. The residue was purified by column chromatography on silica gel (petroleum ether: ethyl acetate=100:1... Reactants: CN(C)CCNc1nncc2cc(Br)ccc12, Cc1ccc(C(=O)NC2CC2)cc1Br, CCO, CC(=O)[O-], CCOC(C)=O, [K+], C1COCCO1, O, c1ccc(P(c2ccccc2)(c2ccccc2)[Pd](P(c2ccccc2)(c2ccccc2)c2ccccc2)(P(c2ccccc2)(c2ccccc2)c2ccccc2)P(c2ccccc2)(c2ccccc2)c2ccccc2)cc1. Yields the product Cc1ccc(C(=O)NC2CC2)cc1-c1ccc2c(NCCN(C)C)nncc2c1. Reaction SMILES: [Br:1][c:2]1[cH:3][c:4]2[cH:5][n:6][n:7][c:8]([NH:12][CH2:13][CH2:14][N:15]([CH3:16])[CH3:17])[c:9]2[cH:10][cH:11]1.[Br:23][c:24]1[cH:25][c:26]([C:27](=[O:28])[NH:29][CH:30]2[CH2:31][CH2:32]2)[cH:33][cH:34][c:35]1[CH3:36].[CH2:127]([OH:128])[CH3:129].[CH3:19][C:20](=[O:21])[O-:22].[CH3:44][CH2:45][O:46][C:47]([CH3:48])=[O:49].[K+:18].[O:38]1[CH2:39][CH2:40][O:41][CH2:42][CH2:43]1.[OH2:37].[cH:50]1[cH:51][cH:52][c:53]([P:54]([Pd:55]([P:56]([c:57]2[cH:58][cH:59][cH:60][cH:61][cH:62]2)([c:63]2[cH:64][cH:65][cH:66][cH:67][cH:68]2)[c:69]2[cH:70][cH:71][cH:72][cH:73][cH:74]2)([P:75]([c:76]2[cH:77][cH:78][cH:79][cH:80][cH:81]2)([c:82]2[cH:83][cH:84][cH:85][cH:86][cH:87]2)[c:88]2[cH:89][cH:90][cH:91][cH:92][cH:93]2)[P:94]([c:95]2[cH:96][cH:97][cH:98][cH:99][cH:100]2)([c:101]2[cH:102][cH:103][cH:104][cH:105][cH:106]2)[c:107]2[cH:108][cH:109][cH:110][cH:111][cH:112]2)([c:113]2[cH:114][cH:115][cH:116][cH:117][cH:118]2)[c:119]2[cH:120][cH:121][cH:122][cH:123][cH:124]2)[cH:125][cH:126]1>>[c:2]1(-[c:24]2[cH:25][c:26]([C:27](=[O:28])[NH:29][CH:30]3[CH2:31][CH2:32]3)[cH:33][cH:34][c:35]2[CH3:36])[cH:3][c:4]2[cH:5][n:6][n:7][c:8]([NH:12][CH2:13][CH2:14][N:15]([CH3:16])[CH3:17])[c:9]2[cH:10][cH:11]1. The reactants are C[C@H]1[C@@H](C2(CCCC2)CC=C1)C(\C=C\C)=O ((E)-1-(rel-(6S,7R)-7-methylspiro[4.5]dec-8-en-6-yl)but-2-en-1-one). Reagents/catalysts: [Pd] (Pd/C). Solvent: C(C)O (ethanol). The product is crude product, C[C@H]1[C@@H](C2(CCCC2)CCC1)C(CCC)=O (1-(rel-(6S,7R)-7-methylspiro[4.5]decan-6-yl)butan-1-one). The yield is 36.8%. Reaction SMILES: [CH3:1][C@@H:2]1[CH:11]=[CH:10][CH2:9][C:4]2([CH2:8][CH2:7][CH2:6][CH2:5]2)[C@H:3]1[C:12](=[O:16])/[CH:13]=[CH:14]/[CH3:15]>C(O)C.[Pd]>[CH3:1][C@@H:2]1[CH2:11][CH2:10][CH2:9][C:4]2([CH2:8][CH2:7][CH2:6][CH2:5]2)[C@H:3]1[C:12](=[O:16])[CH2:13][CH2:14][CH3:15]. Procedure details: A solution of (E)-1-(rel-(6S,7R)-7-methylspiro[4.5]dec-8-en-6-yl)but-2-en-1-one (2.0 g, 9.16 mmol) in ethanol (30 ml) was treated with 10% Pd/C (0.4 g) and hydrogenated (20 bar) for 1.5 h. The resulting mixture was filtered and concentrated. FC (SiO2, hexane/MTBE 50:1) of the crude product (1.9 g) gave 1-(rel-(6S,7R)-7-methylspiro[4.5]decan-6-yl)butan-1-one (0.75 g, 37%). Boiling point: 95° C. (0.08 mbar). Solvent: C(C)(=O)OCC (ethyl acetate), CN(C)C=O (DMF). Run at time 12 hour. The reactants are C(C1=CC=CC=C1)OCC[C@@H](C(=O)O)NC(=O)OC(C)(C)C ((S)-4-benzyloxy-2-tert-butoxycarbonylamino-butyric acid), C(C)N1CCOCC1 (N-ethylmorpholine), C(C)OC(=O)N1CCNCC1 (1-ethoxycarbonylpiperazine), [B-](F)(F)(F)F.CCOC(=O)C(=NOC(=[N+](C)C)N(C)C)C#N (TOTU). Product: C(C)OC(=O)N1CCN(CC1)C([C@H](CCOCC1=CC=CC=C1)NC(=O)OC(C)(C)C)=O (4-((S)-4-Benzyloxy-2-tert-butoxycarbonylamino-butyryl)-piperazine-1-carboxylic acid ethyl ester). RXN SMILES: [CH2:1]([O:8][CH2:9][CH2:10][C@H:11]([NH:15][C:16]([O:18][C:19]([CH3:22])([CH3:21])[CH3:20])=[O:17])[C:12]([OH:14])=O)[C:2]1[CH:7]=[CH:6][CH:5]=[CH:4][CH:3]=1.C(N1CCOCC1)C.[CH2:31]([O:33][C:34]([N:36]1[CH2:41][CH2:40][NH:39][CH2:38][CH2:37]1)=[O:35])[CH3:32].[B-](F)(F)(F)F.CCOC(C(C#N)=NOC(N(C)C)=[N+](C)C)=O>CN(C=O)C.C(OCC)(=O)C>[CH2:31]([O:33][C:34]([N:36]1[CH2:37][CH2:38][N:39]([C:12](=[O:14])[C@@H:11]([NH:15][C:16]([O:18][C:19]([CH3:22])([CH3:21])[CH3:20])=[O:17])[CH2:10][CH2:9][O:8][CH2:1][C:2]2[CH:3]=[CH:4][CH:5]=[CH:6][CH:7]=2)[CH2:40][CH2:41]1)=[O:35])[CH3:32] |f:3.4|. Reported procedure: To a solution of 900 mg (S)-4-benzyloxy-2-tert-butoxycarbonylamino-butyric acid in 10 ml DMF were added 1.5 ml N-ethylmorpholine, 0.43 ml 1-ethoxycarbonylpiperazine and 955 mg TOTU. The solution was stirred for 12 h before being diluted with ethyl acetate and extracted subsequently with aqueous LiCl (4%), 0.1 M HCl and saturated NaHCO3. The crude product obtained after evaporation of the solvent was used without further purification. Yield: 1.23 g. The reactants are ClC(C(=O)OCC)=NNC1=CC=C(C=C1)Cl (Ethyl chloro[2-(4-chlorophenyl)hydrazono]acetate), C1=CC=CC=C1 (benzene), ClC1=CC=C(C=C)C=C1 (4-chlorostyrene), C1=CC=CC=C1 (benzene). Solvent: C(C)N(CC)CC (triethylamine). Run at time 1 hour. Yields the product ClC1=CC=C(C=C1)N1N=C(CC1C1=CC=C(C=C1)Cl)C(=O)OCC (Ethyl 1,5-bis(4-chlorophenyl)-4,5-dihydro-1H-pyrazole-3-carboxylate). Reaction SMILES: Cl[C:2](=[N:8][NH:9][C:10]1[CH:15]=[CH:14][C:13]([Cl:16])=[CH:12][CH:11]=1)[C:3]([O:5][CH2:6][CH3:7])=[O:4].C1C=CC=CC=1.[Cl:23][C:24]1[CH:31]=[CH:30][C:27]([CH:28]=[CH2:29])=[CH:26][CH:25]=1>C(N(CC)CC)C>[Cl:16][C:13]1[CH:14]=[CH:15][C:10]([N:9]2[CH:28]([C:27]3[CH:30]=[CH:31][C:24]([Cl:23])=[CH:25][CH:26]=3)[CH2:29][C:2]([C:3]([O:5][CH2:6][CH3:7])=[O:4])=[N:8]2)=[CH:11][CH:12]=1. Procedure: The compound of Example 6 (5.0 gm) was heated in refluxing benzene (30 ml) containing 4-chlorostyrene (7.0 ml). Addition of a benzene (10 ml) solution of triethylamine(7.5 ml) was followed by one hour of continued heating. The cooled mixture was filtered, rotovapped, and dried on the vacuum pump to remove excess styrene. The residual solid was recrystallized from hexane/benzene (charcoal) to give the title compound (6.3 gm); m.p.: 128° to 130° C. NMR (CDCl3) 7.3-6.9 (m, 8H, ArH), 5.4 (dd, 1H, CH... Reactants: NC=1SC=CN1 (2-aminothiazole), C(CCC)OC(=O)C#CC(=O)OCCCC (acetylene dicarboxylic acid di-n-butyl ester). Run in C(C)O (ethanol). Product: C(CCC)OC(=O)C1=CC(N=C2N1C=CS2)=O (7H-thiazolo-[3,2-a]-pyrimidin-7-one-5-carboxylic acid n-butyl ester). RXN SMILES: [NH2:1][C:2]1[S:3][CH:4]=[CH:5][N:6]=1.[CH2:7]([O:11][C:12]([C:14]#[C:15][C:16](OCCCC)=[O:17])=[O:13])[CH2:8][CH2:9][CH3:10]>C(O)C>[CH2:7]([O:11][C:12]([C:14]1[N:6]2[CH:5]=[CH:4][S:3][C:2]2=[N:1][C:16](=[O:17])[CH:15]=1)=[O:13])[CH2:8][CH2:9][CH3:10]. Reported procedure: The procedure is as in Example 22, except that 5 g of 2-aminothiazole are reacted with 11.3 g of acetylene dicarboxylic acid di-n-butyl ester in presence of 50 ml of absolute ethanol. 7H-thiazolo-[3,2-a]-pyrimidin-7-one-5-carboxylic acid n-butyl ester melting at 142°-144° C. is thus obtained in a yield of 8.1 g (64.3% of the theoretical).